Task: describe an organic reaction: reactants, conditions, products, and yield. Dataset: the Open Reaction Database (ORD), a public repository of structured organic reaction records Reactants: O=C([O-])[O-], ClCCN1CCOCC1, Cl, [Cs+], [Cs+], CN(C)C=O, O=Cc1ccc(O)cc1. Yields the product O=Cc1ccc(OCCN2CCOCC2)cc1. As a reaction SMILES: [C:10](=[O:11])([O-:12])[O-:13].[Cl:17][CH2:18][CH2:19][N:20]1[CH2:21][CH2:22][O:23][CH2:24][CH2:25]1.[ClH:16].[Cs+:14].[Cs+:15].[O:26]=[CH:27][N:28]([CH3:29])[CH3:30].[OH:1][c:2]1[cH:3][cH:4][c:5]([CH:6]=[O:7])[cH:8][cH:9]1>>[O:1]([c:2]1[cH:3][cH:4][c:5]([CH:6]=[O:7])[cH:8][cH:9]1)[CH2:18][CH2:19][N:20]1[CH2:21][CH2:22][O:23][CH2:24][CH2:25]1. Starting materials: CC(C)(CC(=O)C(=O)Nc1ccc2c(c1Br)COC2=O)c1ccccc1, COc1cc(Br)ccc1C(C)CC(=O)C(=O)O, Nc1ccc2c(c1)COC2=O. Product: COc1cc(Br)ccc1C(C)CC(=O)C(=O)Nc1ccc2c(c1)COC2=O. As a reaction SMILES: [Br:1][c:2]1[c:3]([NH:4][C:5](=[O:6])[C:7](=[O:8])[CH2:9][C:10]([CH3:11])([c:12]2[cH:13][cH:14][cH:15][cH:16][cH:17]2)[CH3:18])[cH:19][cH:20][c:21]2[c:22]1[CH2:23][O:24][C:25]2=[O:26].[Br:38][c:39]1[cH:40][c:41]([O:53][CH3:54])[c:42]([CH:45]([CH2:46][C:47]([C:48](=[O:49])[OH:50])=[O:51])[CH3:52])[cH:43][cH:44]1.[NH2:27][c:28]1[cH:29][c:30]2[c:35]([cH:36][cH:37]1)[C:33](=[O:34])[O:32][CH2:31]2>>[NH:27]([c:28]1[cH:29][c:30]2[c:35]([cH:36][cH:37]1)[C:33](=[O:34])[O:32][CH2:31]2)[C:48]([C:47]([CH2:46][CH:45]([c:42]1[c:41]([O:53][CH3:54])[cH:40][c:39]([Br:38])[cH:44][cH:43]1)[CH3:52])=[O:51])=[O:49].